From a dataset of the Open Reaction Database (ORD), a public repository of structured organic reaction records. describe an organic reaction: reactants, conditions, products, and yield Starting materials: Solvent A, C(=O)(C(F)(F)F)O (TFA), Solvent B, C(=O)(C(F)(F)F)O (TFA), ClC=1C=C(C=CC1OCCCl)C=1C=C(C=2NC=3C=C(C=CC3C2N1)N1CCOCC1)C(=O)N (2-(3-chloro-4-(2-chloroethoxy)phenyl)-7-morpholino-5H-pyrido[3,2-b]indole-4-carboxamide), [I-].[K+] (potassium iodide), C(=O)([O-])[O-].[K+].[K+] (K2CO3), C1CNCCOC1.Cl (homomorpholine hydrochloride), N (NH3). The solvent is CO (Methanol), CO (Methanol), O (H2O), O (H2O), CS(=O)C (DMSO), CO (MeOH). Reaction conditions: temperature 70 celsius. The product is O1CCN(CCC1)CCOC1=C(C=C(C=C1)C=1C=C(C=2NC=3C=C(C=CC3C2N1)N1CCOCC1)C(=O)N)Cl (2-(4-(2-(1,4-oxazepan-4-yl)ethoxy)-3-chlorophenyl)-7-morpholino-5H-pyrido[3,2-b]indole-4-carboxamide). The yield is 70.7%. RXN SMILES: [Cl:1][C:2]1[CH:3]=[C:4]([C:12]2[CH:13]=[C:14]([C:31]([NH2:33])=[O:32])[C:15]3[NH:16][C:17]4[CH:18]=[C:19]([N:25]5[CH2:30][CH2:29][O:28][CH2:27][CH2:26]5)[CH:20]=[CH:21][C:22]=4[C:23]=3[N:24]=2)[CH:5]=[CH:6][C:7]=1[O:8][CH2:9][CH2:10]Cl.[I-].[K+].C([O-])([O-])=O.[K+].[K+].[CH2:42]1[CH2:48][O:47][CH2:46][CH2:45][NH:44][CH2:43]1.Cl.C(O)(C(F)(F)F)=O.N>CS(C)=O.CO.O>[O:47]1[CH2:48][CH2:42][CH2:43][N:44]([CH2:10][CH2:9][O:8][C:7]2[CH:6]=[CH:5][C:4]([C:12]3[CH:13]=[C:14]([C:31]([NH2:33])=[O:32])[C:15]4[NH:16][C:17]5[CH:18]=[C:19]([N:25]6[CH2:30][CH2:29][O:28][CH2:27][CH2:26]6)[CH:20]=[CH:21][C:22]=5[C:23]=4[N:24]=3)=[CH:3][C:2]=2[Cl:1])[CH2:45][CH2:46]1 |f:1.2,3.4.5,6.7|. Procedure details: A mixture of 2-(3-chloro-4-(2-chloroethoxy)phenyl)-7-morpholino-5H-pyrido[3,2-b]indole-4-carboxamide (20 mg, 0.041 mmol), potassium iodide (14 mg, 0.082 mmol), K2CO3 (11 mg, 0.082 mmol) and homomorpholine hydrochloride (23 mg, 0.17 mmol) in DMSO (0.2 mL) in a vial was heated at 70° C. for 40 hrs. Preparative HPLC (100×30 mm Luna C18 column, Solvent A=10% Methanol, 90% H2O, 0.1% TFA; Solvent B=90% Methanol, 10% H2O, 0.1% TFA, gradient of 0 to 60% B over 20 min at 42 mL/min) followed by SCX captur... The reactants are hydrochloride salt, BrC1=CC=CC=2CC(OC21)CNC ((±)-[(7-bromo-2,3-dihydro-1-benzofuran-2-yl)methyl]methylamine), CC1=C(C=CC=C1)B(O)O (2-methylphenylboronic acid). Yields the product CNCC1OC2=C(C1)C=CC=C2C2=C(C=CC=C2)C (N-methyl-1-[7-(2-methylphenyl)-2,3-dihydro-1-benzofuran-2-yl]methanamine). RXN SMILES: Br[C:2]1[C:10]2[O:9][CH:8]([CH2:11][NH:12][CH3:13])[CH2:7][C:6]=2[CH:5]=[CH:4][CH:3]=1.[CH3:14][C:15]1[CH:20]=[CH:19][CH:18]=[CH:17][C:16]=1B(O)O>>[CH3:13][NH:12][CH2:11][CH:8]1[CH2:7][C:6]2[CH:5]=[CH:4][CH:3]=[C:2]([C:16]3[CH:17]=[CH:18][CH:19]=[CH:20][C:15]=3[CH3:14])[C:10]=2[O:9]1. Procedure: The title compound was prepared (0.055 g, 24%) following the general procedure of Example 154 as a white solid, hydrochloride salt from (±)-[(7-bromo-2,3-dihydro-1-benzofuran-2-yl)methyl]methylamine (0.20 g, 0.826 mmol) and 2-methylphenylboronic acid (0.168 g, 1.24 mmol). mp 166-169° C. Reactants: Clc1ncc(Br)cn1, CC#N, CCN(C(C)C)C(C)C, CC(C)(C)OC(=O)N1CCC(Oc2cccc3c2CCN3)CC1. The product is CC(C)(C)OC(=O)N1CCC(Oc2cccc3c2CCN3c2ncc(Br)cn2)CC1. RXN SMILES: [Br:33][c:34]1[cH:35][n:36][c:37]([Cl:40])[n:38][cH:39]1.[CH3:41][C:42]#[N:43].[CH:24]([N:25]([CH2:26][CH3:27])[CH:28]([CH3:29])[CH3:30])([CH3:31])[CH3:32].[NH:1]1[CH2:2][CH2:3][c:4]2[c:5]([O:10][CH:11]3[CH2:12][CH2:13][N:14]([C:17](=[O:18])[O:19][C:20]([CH3:21])([CH3:22])[CH3:23])[CH2:15][CH2:16]3)[cH:6][cH:7][cH:8][c:9]21>>[N:1]1([c:37]2[n:36][cH:35][c:34]([Br:33])[cH:39][n:38]2)[CH2:2][CH2:3][c:4]2[c:5]([O:10][CH:11]3[CH2:12][CH2:13][N:14]([C:17](=[O:18])[O:19][C:20]([CH3:21])([CH3:22])[CH3:23])[CH2:15][CH2:16]3)[cH:6][cH:7][cH:8][c:9]21.